Dataset: the Open Reaction Database (ORD), a public repository of structured organic reaction records. Task: describe an organic reaction: reactants, conditions, products, and yield Reaction conditions: temperature 95 celsius, time 1 day. The product is FC1=C(C=CC=C1)C1=CC(=NO1)CN1C[C@@H](N(CC1)C[C@@H](COC=1C=CC2=C(N=C(S2)C)C1)O)C ((2S)-3-((2S)-4-{[5-(2-fluorophenyl)isoxazol-3-yl]methyl}-2-methylpiperazinyl)-1-(2-methylbenzothiazol-5-yloxy)propan-2-ol). As a reaction SMILES: [CH3:1][C@@H:2]1[NH:7][CH2:6][CH2:5][N:4]([CH2:8][C:9]2[CH:13]=[C:12]([C:14]3[CH:19]=[CH:18][CH:17]=[CH:16][C:15]=3[F:20])[O:11][N:10]=2)[CH2:3]1.[O:21]1[CH2:23][C@H:22]1[CH2:24][O:25][C:26]1[CH:27]=[CH:28][C:29]2[S:33][C:32]([CH3:34])=[N:31][C:30]=2[CH:35]=1>C(O)(CC)(C)C>[F:20][C:15]1[CH:16]=[CH:17][CH:18]=[CH:19][C:14]=1[C:12]1[O:11][N:10]=[C:9]([CH2:8][N:4]2[CH2:5][CH2:6][N:7]([CH2:23][C@H:22]([OH:21])[CH2:24][O:25][C:26]3[CH:27]=[CH:28][C:29]4[S:33][C:32]([CH3:34])=[N:31][C:30]=4[CH:35]=3)[C@@H:2]([CH3:1])[CH2:3]2)[CH:13]=1. Solvent: C(C)(C)(CC)O (tert-amylalcohol). Yield: 38.3%. Reported procedure: To a stirred solution of (2S)-methylpiperazine (40 mg, 0.40 mmol) in ethanol (5 mL) was added 3-chloromethyl-5-(2-fluorophenyl)isoxazole (42 mg, 0.20 mmol) and triethylamine (60μL, 0.43 mmol). The resulting mixture was stirred at 80° C. for 8 hours. It was then cooled, concentrated, and purified by preparative chromatography (1:9 methanol:methylene chloride) to yield 3-[((3S)-3-methylpiperazinyl)methyl]-5-(2-fluorophenyl)isoxazole (30 mg, M+1=276.14). B. To a solution of 3-[((3S)-3-methylpiperaz... The reactants are C[C@H]1CN(CCN1)CC1=NOC(=C1)C1=C(C=CC=C1)F (3-[((3S)-3-methylpiperazinyl)methyl]-5-(2-fluorophenyl)isoxazole), O1[C@@H](C1)COC=1C=CC2=C(N=C(S2)C)C1 (5-[((2S)oxiran-2-yl)methoxy]-2-methylbenzothiazole). Product: BrC1=C2C=CC=C(C2=CC=C1)C(=O)OC (Methyl 5-Bromo-1-naphthylcarboxylate). The yield is 92.0%. Starting materials: BrC1=C2C=CC=C(C2=CC=C1)C(=O)O (5-bromo-1-naphthylcarboxylic acid), CO (MeOH), OS(=O)(=O)O (H2SO4). As a reaction SMILES: [Br:1][C:2]1[CH:11]=[CH:10][CH:9]=[C:8]2[C:3]=1[CH:4]=[CH:5][CH:6]=[C:7]2[C:12]([OH:14])=[O:13].OS(O)(=O)=O.[CH3:20]O>>[Br:1][C:2]1[CH:11]=[CH:10][CH:9]=[C:8]2[C:3]=1[CH:4]=[CH:5][CH:6]=[C:7]2[C:12]([O:14][CH3:20])=[O:13]. Procedure details: To a suspension of 5-bromo-1-naphthylcarboxylic acid (5 g, 20 mmol) in 200 mL anhydrous MeOH was added 5 mL concentrated H2SO4 and refluxed overnight. The reaction was cooled to room temperature and concentrated to one-third the volume. The residue was diluted with water and extracted with diethyl ether. The organic layer was separated and washed with water (2×), dried over MgSO4, and concentrated. Silica gel column chromatography using hexane/ethyl acetate (2/11) gave 4.91 g (92%) of the produc... The reactants are NCC(O)COc1ccc(O)cc1, CC(=O)Nc1ccc(S(=O)(=O)Nc2ccc(N3CCC(=O)CC3)cc2)cc1. Yields the product CC(=O)Nc1ccc(S(=O)(=O)Nc2ccc(N3CCC(NCC(O)COc4ccc(O)cc4)CC3)cc2)cc1. RXN SMILES: [NH2:28][CH2:29][CH:30]([CH2:31][O:32][c:33]1[cH:34][cH:35][c:36]([OH:39])[cH:37][cH:38]1)[OH:40].[O:1]=[C:2]1[CH2:3][CH2:4][N:5]([c:8]2[cH:9][cH:10][c:11]([NH:14][S:15](=[O:16])(=[O:17])[c:18]3[cH:19][cH:20][c:21]([NH:24][C:25]([CH3:26])=[O:27])[cH:22][cH:23]3)[cH:12][cH:13]2)[CH2:6][CH2:7]1>>[CH:2]1([NH:28][CH2:29][CH:30]([CH2:31][O:32][c:33]2[cH:34][cH:35][c:36]([OH:39])[cH:37][cH:38]2)[OH:40])[CH2:3][CH2:4][N:5]([c:8]2[cH:9][cH:10][c:11]([NH:14][S:15](=[O:16])(=[O:17])[c:18]3[cH:19][cH:20][c:21]([NH:24][C:25]([CH3:26])=[O:27])[cH:22][cH:23]3)[cH:12][cH:13]2)[CH2:6][CH2:7]1. Starting materials: IC1=CC=C(N)C=C1 (p-iodoaniline), C(C1=CC=CC=C1)Cl (benzyl chloride). Product: C(C1=CC=CC=C1)N(C1=CC=C(C=C1)I)CC1=CC=CC=C1 (N,N-dibenzyl-p-iodoaniline), C(C)N (ethylamine), IC1=C(CCl)C=CC=C1 (o-iodo-benzyl chloride). Reaction SMILES: [I:1][C:2]1[CH:8]=[CH:7][C:5]([NH2:6])=[CH:4][CH:3]=1.[CH2:9]([Cl:16])[C:10]1[CH:15]=[CH:14][CH:13]=[CH:12][CH:11]=1>>[CH2:9]([N:6]([CH2:9][C:10]1[CH:15]=[CH:14][CH:13]=[CH:12][CH:11]=1)[C:5]1[CH:7]=[CH:8][C:2]([I:1])=[CH:3][CH:4]=1)[C:10]1[CH:15]=[CH:14][CH:13]=[CH:12][CH:11]=1.[CH2:5]([NH2:6])[CH3:4].[I:1][C:2]1[CH:8]=[CH:7][CH:5]=[CH:4][C:3]=1[CH2:9][Cl:16]. Procedure details: In a like manner p-iodoaniline and benzyl chloride were reacted to yield N,N-dibenzyl-p-iodoaniline, Rf =0.71, ethylamine and o-iodo-benzyl chloride were reacted to yield N-ethyl-o-iodobenzylamine, Rf =0.55, propylamine and o-iodo-benzyl chloride were reacted to yield N-propyl-o-iodobenzylamine, Rf =0.67, p-iodo-aniline and phenethyl bromide were reacted to yield N-β-phenethyl-p-iodoaniline, Rf =0.73, β-phenethylamine and o-iodobenzyl bromide were reacted to yield N-β-phenethyl-o-iodobenzylamine... Starting materials: CCO, CS(=O)(=O)Nc1cccc(C=C2c3ccccc3CCc3c(F)cccc32)c1, [H][H]. Product: CS(=O)(=O)Nc1cccc(CC2c3ccccc3CCc3c(F)cccc32)c1. As a reaction SMILES: [CH3:31][CH2:32][OH:33].[F:1][c:2]1[cH:3][cH:4][cH:5][c:6]2[c:12]1[CH2:11][CH2:10][c:9]1[c:8]([cH:16][cH:15][cH:14][cH:13]1)[C:7]2=[CH:17][c:18]1[cH:19][c:20]([NH:24][S:25](=[O:26])(=[O:27])[CH3:28])[cH:21][cH:22][cH:23]1.[H:29][H:30]>>[F:1][c:2]1[cH:3][cH:4][cH:5][c:6]2[c:12]1[CH2:11][CH2:10][c:9]1[c:8]([cH:16][cH:15][cH:14][cH:13]1)[CH:7]2[CH2:17][c:18]1[cH:19][c:20]([NH:24][S:25](=[O:26])(=[O:27])[CH3:28])[cH:21][cH:22][cH:23]1.